This data is from the Open Reaction Database (ORD), a public repository of structured organic reaction records. The task is: describe an organic reaction: reactants, conditions, products, and yield Starting materials: CC(C)([O-])C.[K+] (potassium tert.butoxide), NC1=C(C=C(C=C1C(F)(F)F)C[C@H](C(=O)O)O)Cl ((R)-3-(4-amino-3-chloro-5-trifluoromethyl-phenyl]-2-hydroxy-propionic acid), Cl (hydrochloric acid), N1(C=NC=C1)C(=O)N1CCC(CC1)N1C(NC2=C(CC1)C=CC=C2)=O (1-(1H-imidazol-1-yl-carbonyl)-4-(1,2,4,5-tetrahydro-2-oxo-3H-1,3-benzodiazepin-3-yl)-piperidine), solvent, ethyl (1R)-4-(1,2,4,5-tetrahydro-2-oxo-3H-1,3-benzodiazepin-3-yl)-1-carboxy-2-[4-amino-3-chloro-5-trifluoromethyl-phenyl]-1-piperidinecarboxylate. Run in C1CCOC1 (THF), C(C)(C)(CC)O (tert.-amylalcohol), CC(=O)C (acetone), O (water). Run at temperature 25 celsius, time 8 hour. Yields the product O=C1NC2=C(CCN1C1CCN(CC1)C(=O)O[C@H](CC1=CC(=C(C(=C1)C(F)(F)F)N)Cl)C(=O)O)C=CC=C2 ((R)-2-(4-amino-3-chloro-5-trifluoromethyl-phenyl]-1-carboxyethyl 4-(2-oxo-1,2,4,5-tetrahydro-1,3-benzodiazepin-3-yl)-piperidine-1-carboxylate). Reaction SMILES: [NH2:1][C:2]1[C:7]([C:8]([F:11])([F:10])[F:9])=[CH:6][C:5]([CH2:12][C@@H:13]([OH:17])[C:14]([OH:16])=[O:15])=[CH:4][C:3]=1[Cl:18].N1([C:24]([N:26]2[CH2:31][CH2:30][CH:29]([N:32]3[CH2:38][CH2:37][C:36]4[CH:39]=[CH:40][CH:41]=[CH:42][C:35]=4[NH:34][C:33]3=[O:43])[CH2:28][CH2:27]2)=[O:25])C=CN=C1.CC(C)([O-])C.[K+].Cl>C(O)(CC)(C)C.C1COCC1.CC(C)=O.O>[O:43]=[C:33]1[N:32]([CH:29]2[CH2:28][CH2:27][N:26]([C:24]([O:17][C@@H:13]([C:14]([OH:16])=[O:15])[CH2:12][C:5]3[CH:6]=[C:7]([C:8]([F:9])([F:10])[F:11])[C:2]([NH2:1])=[C:3]([Cl:18])[CH:4]=3)=[O:25])[CH2:31][CH2:30]2)[CH2:38][CH2:37][C:36]2[CH:39]=[CH:40][CH:41]=[CH:42][C:35]=2[NH:34]1 |f:2.3|. Procedure details: 5.00 kg (17.63 mol) (R)-3-(4-amino-3-chloro-5-trifluoromethyl-phenyl]-2-hydroxy-propionic acid (G) and 6.28 kg (19.39 mol) 1-(1H-imidazol-1-yl-carbonyl)-4-(1,2,4,5-tetrahydro-2-oxo-3H-1,3-benzodiazepin-3-yl)-piperidine (F) were suspended in 40.0 L tert.-amylalcohol, before 20 L solvent were distilled off under normal pressure. Then the reaction mixture was cooled to 25° C., 21.76 kg (38.78 mol) potassium tert.butoxide solution in THF was added, before the mixture was heated to 35° C. for 1.5 hou... Starting materials: CC(=COC(C)=O)C=COC(C)=O (2-methyl-1,4-diacetoxy-buta-1,3-diene), ClC1=CC(=CC=C1)C(=O)OO (m-chloroperbenzoic acid). Run in C(Cl)(Cl)Cl (chloroform). Yields the product CC(C=O)(C=COC(C)=O)OC(C)=O (2-methyl-2,4-diacetoxy-but-3-enal). RXN SMILES: [CH3:1][C:2]([CH:8]=[CH:9][O:10][C:11](=[O:13])[CH3:12])=[CH:3][O:4]C(=O)C.ClC1C=CC=[C:17]([C:21]([O:23]O)=[O:22])C=1>C(Cl)(Cl)Cl>[CH3:1][C:2]([O:23][C:21](=[O:22])[CH3:17])([CH:8]=[CH:9][O:10][C:11](=[O:13])[CH3:12])[CH:3]=[O:4]. Procedure: In the case of the reaction of 2-methyl-1,4-diacetoxy-buta-1,3-diene with m-chloroperbenzoic acid in chloroform, to give 2-methyl-2,4-diacetoxy-but-3-enal, the reaction can be represented by the following formulae: ##STR6## Starting materials: O=C([O-])[O-], ClCCl, COC(=O)c1ccc(NC(=O)CN2CCNCC2)cc1, COc1ccc(C(=O)Cl)cc1OC, [K+], [K+], CN(C)C=O. Product: COC(=O)c1ccc(NC(=O)CN2CCN(C(=O)c3ccc(OC)c(OC)c3)CC2)cc1. As a reaction SMILES: [C:21](=[O:22])([O-:23])[O-:24].[CH2:27]([Cl:28])[Cl:29].[CH3:1][O:2][C:3](=[O:4])[c:5]1[cH:6][cH:7][c:8]([NH:9][C:10]([CH2:11][N:12]2[CH2:13][CH2:14][NH:15][CH2:16][CH2:17]2)=[O:18])[cH:19][cH:20]1.[CH3:30][O:31][c:32]1[cH:33][c:34]([C:35](=[O:36])[Cl:37])[cH:38][cH:39][c:40]1[O:41][CH3:42].[K+:25].[K+:26].[O:43]=[CH:44][N:45]([CH3:46])[CH3:47]>>[CH3:1][O:2][C:3](=[O:4])[c:5]1[cH:6][cH:7][c:8]([NH:9][C:10]([CH2:11][N:12]2[CH2:13][CH2:14][N:15]([C:35]([c:34]3[cH:33][c:32]([O:31][CH3:30])[c:40]([O:41][CH3:42])[cH:39][cH:38]3)=[O:36])[CH2:16][CH2:17]2)=[O:18])[cH:19][cH:20]1. The reactants are [S-]C#N.[Na+] (sodium thiocyanate), [Cl-].[Na+] (sodium chloride), isothiocyano, C(C)(C)(C)N=NC1(CCCCC1)Cl (1-t-butylazo-1-chlorocyclohexane), O (water). Reaction conditions: temperature 5 celsius, time 90 minute. Reaction SMILES: [S-:1][C:2]#[N:3].[Na+].[C:5]([N:9]=[N:10][C:11]1(Cl)[CH2:16][CH2:15][CH2:14][CH2:13][CH2:12]1)([CH3:8])([CH3:7])[CH3:6].O.[Cl-].[Na+]>C(O)(C)C>[C:5]([N:9]=[N:10][C:11]1([N:3]=[C:2]=[S:1])[CH2:16][CH2:15][CH2:14][CH2:13][CH2:12]1)([CH3:8])([CH3:6])[CH3:7] |f:0.1,4.5|. Procedure: To a stirred solution of 91.5 grams (1.05 moles) of sodium thiocyanate in 450 ml of 75% aqueous isopropanol in a 2 liter jacketed reactor, cooled to 5° C., was added 203.2 grams (1.0 moles) of 1-t-butylazo-1-chlorocyclohexane holding the reaction temperature at 10°-20° C. After the addition was complete, the reaction mixture was stirred an additional 90 minutes at room temperature, 900 ml of water added and the reaction stirred until the sodium chloride dissolved. The product was extracted with ... Solvent: C(C)(C)O (isopropanol). Yields the product C(C)(C)(C)N=NC1(CCCCC1)N=C=S (1-t-Butylazo-1-isothiocyanatocyclohexane). The reactants are CCc1nc(I)c2n1CCN(C(=O)OC(C)(C)C)C2CCc1cc(F)c(Cl)c(F)c1, C1CCOC1, I. Product: CCc1ncc2n1CCN(C(=O)OC(C)(C)C)C2CCc1cc(F)c(Cl)c(F)c1. As a reaction SMILES: [C:1]([CH3:2])([CH3:3])([CH3:4])[O:5][C:6](=[O:7])[N:8]1[CH:9]([CH2:20][CH2:21][c:22]2[cH:23][c:24]([F:30])[c:25]([Cl:29])[c:26]([F:28])[cH:27]2)[c:10]2[n:11]([c:14]([CH2:18][CH3:19])[n:15][c:16]2[I:17])[CH2:12][CH2:13]1.[CH2:32]1[O:33][CH2:34][CH2:35][CH2:36]1.[I:31]>>[C:1]([CH3:2])([CH3:3])([CH3:4])[O:5][C:6](=[O:7])[N:8]1[CH:9]([CH2:20][CH2:21][c:22]2[cH:23][c:24]([F:30])[c:25]([Cl:29])[c:26]([F:28])[cH:27]2)[c:10]2[n:11]([c:14]([CH2:18][CH3:19])[n:15][cH:16]2)[CH2:12][CH2:13]1. Reactants: BrCC(Br)COc1cnccc1OCc1ccccc1, O=C([O-])C(O)C(O)C(=O)[O-], ClCCl, [K+], [Na+]. Yields the product BrCC1COc2cnccc2O1. Reaction SMILES: [Br:1][CH:2]([CH2:3][O:4][c:5]1[cH:6][n:7][cH:8][cH:9][c:10]1[O:11][CH2:12][c:13]1[cH:14][cH:15][cH:16][cH:17][cH:18]1)[CH2:19][Br:20].[C:21]([CH:22]([CH:23]([C:24]([O-:25])=[O:26])[OH:27])[OH:28])([O-:29])=[O:30].[Cl:33][CH2:34][Cl:35].[K+:32].[Na+:31]>>[CH:2]1([CH2:19][Br:20])[CH2:3][O:4][c:5]2[cH:6][n:7][cH:8][cH:9][c:10]2[O:11]1. Solvent: C(C1=CC=CC=C1)#N (benzonitrile). Run at temperature -78 celsius, time 30 minute. The product is CC=1NC(=CC(C1)=O)C1=CC=CC=C1 (2-methyl-6-phenyl-4(1H)-pyridinone). Starting materials: intermediate 1.1, C1CCOC1 (THF), Cl (HCl), [OH-].[Na+] (NaOH), C1CCOC1 (THF), CC1(NC(CCC1)(C)C)C (2,2,6,6-tetramethylpiperidine), [Li]CCCC (n-BuLi), C1CCOC1 (THF). Reaction SMILES: C[C:2]1([CH3:10])[CH2:7][CH2:6][CH2:5][C:4]([CH3:9])(C)[NH:3]1.[Li][CH2:12][CH2:13][CH2:14][CH3:15].Cl.[OH-:17].[Na+].[CH2:19]1COCC1>C(#N)C1C=CC=CC=1>[CH3:9][C:4]1[NH:3][C:2]([C:10]2[CH:19]=[CH:12][CH:13]=[CH:14][CH:15]=2)=[CH:7][C:6](=[O:17])[CH:5]=1 |f:3.4|. Procedure: To a solution of 2,2,6,6-tetramethylpiperidine (18.2 ml) in THF (160 ml) at −78° C. was added dropwise n-BuLi (43 ml, 2.5M solution in Hex). After the addition, the reaction mixture was stirred for 30 min at −78° C. To this solution was added intermediate 1.1 (6.17 g) in THF (20 ml) at −78° C. After addition, stirring was continued for 30 min. A solution of benzonitrile (4.67 ml) in THF (20 ml) at −78° C. was added dropwise. After addition, the mixture was slowly warmed to −50° C. and stirred fo... The reactants are C1(=CC=CC=C1)P(C1=CC=CC=C1)C1=CC=CC=C1 (Triphenylphosphine), C(Br)(Br)(Br)Br (carbontetrabromide), C(C)(C)(C)OC(NC1=NC=C(C=C1)CO)=O ((5-hydroxymethyl-pyridin-2-yl)-carbamic acid tert-butyl ester). Solvent: C(Cl)Cl (CH2Cl2). Conditions: temperature -20 celsius, time 5 hour. Yields the product C(C)(C)(C)OC(NC1=NC=C(C=C1)CBr)=O ((5-bromomethyl-pyridin-2-yl)-carbamic acid tert-butyl ester). Yield: 66.5%. Reaction SMILES: C1(P(C2C=CC=CC=2)C2C=CC=CC=2)C=CC=CC=1.[C:20]([Br:24])(Br)(Br)Br.[C:25]([O:29][C:30](=[O:40])[NH:31][C:32]1[CH:37]=[CH:36][C:35](CO)=[CH:34][N:33]=1)([CH3:28])([CH3:27])[CH3:26]>C(Cl)Cl>[C:25]([O:29][C:30](=[O:40])[NH:31][C:32]1[CH:37]=[CH:36][C:35]([CH2:20][Br:24])=[CH:34][N:33]=1)([CH3:28])([CH3:26])[CH3:27]. Procedure details: Triphenylphosphine (8.70 g, 33.1 mmol) and carbontetrabromide (17.0 g, 51.2 mmol) were added to a suspension of (5-hydroxymethyl-pyridin-2-yl)-carbamic acid tert-butyl ester (7.00 g 31.2 mmol) in CH2Cl2 (200 mL) at room temperature. Stirring was continued for 5 h followed by evaporation of the solvent. Acetonitrile (200 mL) was added and the mixture was cooled to −20° C. for 2 h. The mixture was then filtered and the crystalline residue washed with cold acetonitrile (2×10 mL), to give (5-bromome... The product is ClC1=CC=CC=2N1C(=CN2)C=O (5-chloro-3-formylimidazo[1,2-a]pyridine). The solvent is C(C)(=O)O (acetic acid). RXN SMILES: [Cl:1][C:2]1[N:7]2[CH:8]=[CH:9][N:10]=[C:6]2[CH:5]=[CH:4][CH:3]=1.C1N2CN3CN(C2)CN1C3.[C:21](OCC)(=[O:23])C.O1CCCC1>C(O)(=O)C>[Cl:1][C:2]1[N:7]2[C:8]([CH:21]=[O:23])=[CH:9][N:10]=[C:6]2[CH:5]=[CH:4][CH:3]=1 |f:2.3|. Yield: 37.0%. Reported procedure: A solution of 5-chloroimidazo[1,2-a]pyridine (997 mg) and hexamethylenetetramine (1.8 g) in acetic acid (10 ml) was stirred at 90° C. for 5 hours. After the reaction mixture was allowed to cool, ethyl acetate-tetrahydrofuran (4/1; 200 ml) was added and the mixture was washed with saturated aqueous solution of sodium chloride. The organic layer was neutralized with 2N-aqueous solution of sodium hydroxide, dried over MgSO4, and concentrated. The resulting crystals were rinsed with diethyl ether to... The reactants are ClC1=CC=CC=2N1C=CN2 (5-chloroimidazo[1,2-a]pyridine), C1N2CN3CN1CN(C2)C3 (hexamethylenetetramine), C(C)(=O)OCC.O1CCCC1 (ethyl acetate tetrahydrofuran).